From a dataset of the Open Reaction Database (ORD), a public repository of structured organic reaction records. describe an organic reaction: reactants, conditions, products, and yield Reactants: BrN1C(CCC1=O)=O (N-bromosuccinimide), ClC1=C2C(=NC(=N1)N)NN=C2 (4-Chloro-1H-pyrazolo[3,4-d]pyrimidin-6-ylamine). Run in ClC(C)Cl (dichloroethane). Reaction conditions: time 30 minute. Product: BrC1=NNC2=NC(=NC(=C21)Cl)N (3-Bromo-4-chloro-1H-pyrazolo[3,4-d]pyrimidin-6-ylamine). As a reaction SMILES: [Br:1]N1C(=O)CCC1=O.[Cl:9][C:10]1[N:15]=[C:14]([NH2:16])[N:13]=[C:12]2[NH:17][N:18]=[CH:19][C:11]=12>ClC(Cl)C>[Br:1][C:19]1[C:11]2[C:12](=[N:13][C:14]([NH2:16])=[N:15][C:10]=2[Cl:9])[NH:17][N:18]=1. Procedure: N-bromosuccinimide (673 mg, 3.8 mmol) is added to a suspension of 4-Chloro-1H-pyrazolo[3,4-d]pyrimidin-6-ylamine (500 mg, 2.96 mmol) in dichloroethane (30 ml) and heated to reflux overnight. The reaction mixture is cooled to room temperature and the solvent is removed in vacuo. The resulting solid is diluted with water, stirred for 30 minutes at room temperature, then collected by filtration to afford the title compound.